Dataset: the Open Reaction Database (ORD), a public repository of structured organic reaction records. Task: describe an organic reaction: reactants, conditions, products, and yield The reactants are BrC1=CC=C2C(=NN(C2=C1)C1=NC(=NC=C1)N)CN(C)C (4-{6-bromo-3-[(dimethylamino)methyl]-1H-indazol-1-yl}pyrimidin-2-amine), CC(C)(C#C)O (2-methyl-but-3-yn-2-ol). Reagents/catalysts: [Cu]I (CuI), C=1C=CC(=CC1)[P](C=2C=CC=CC2)(C=3C=CC=CC3)[Pd]([P](C=4C=CC=CC4)(C=5C=CC=CC5)C=6C=CC=CC6)([P](C=7C=CC=CC7)(C=8C=CC=CC8)C=9C=CC=CC9)[P](C=1C=CC=CC1)(C=1C=CC=CC1)C=1C=CC=CC1 (tetrakis(triphenylphosphine)palladium). Solvent: N1CCCCC1 (piperidine). Reaction conditions: temperature 75 celsius. The product is NC1=NC=CC(=N1)N1N=C(C2=CC=C(C=C12)CC(C#C)(O)C)CN(C)C ([1-(2-aminopyrimidin-4-yl)-3-[(dimethylamino)methyl]-1H-indazol-6-yl]-2-methylbut-3-yn-2-ol). Reaction SMILES: Br[C:2]1[CH:10]=[C:9]2[C:5]([C:6]([CH2:18][N:19]([CH3:21])[CH3:20])=[N:7][N:8]2[C:11]2[CH:16]=[CH:15][N:14]=[C:13]([NH2:17])[N:12]=2)=[CH:4][CH:3]=1.[CH3:22][C:23]([OH:27])([C:25]#[CH:26])[CH3:24]>N1CCCCC1.[Cu]I.C1C=CC([P]([Pd]([P](C2C=CC=CC=2)(C2C=CC=CC=2)C2C=CC=CC=2)([P](C2C=CC=CC=2)(C2C=CC=CC=2)C2C=CC=CC=2)[P](C2C=CC=CC=2)(C2C=CC=CC=2)C2C=CC=CC=2)(C2C=CC=CC=2)C2C=CC=CC=2)=CC=1>[NH2:17][C:13]1[N:12]=[C:11]([N:8]2[C:9]3[C:5](=[CH:4][CH:3]=[C:2]([CH2:22][C:23]([CH3:24])([OH:27])[C:25]#[CH:26])[CH:10]=3)[C:6]([CH2:18][N:19]([CH3:21])[CH3:20])=[N:7]2)[CH:16]=[CH:15][N:14]=1 |^1:39,41,60,79|. Reported procedure: To a solution of 4-{6-bromo-3-[(dimethylamino)methyl]-1H-indazol-1-yl}pyrimidin-2-amine (80 mg, 0.23 mmol) in piperidine (2 mL) was added 2-methyl-but-3-yn-2-ol (38.8 mg, 0.461 mmol), CuI (4.4 mg, 0.023 mmol) and tetrakis(triphenylphosphine)palladium (13.3 mg, 0.012 mmol). The mixture was heated at 75° C. for 1 hr in a sealed tube. Volatiles were removed by concentration in vacuo. Purification by flash chromatography (Isolute column, 100% DCM to 5% MeOH in DCM) afforded the title compound as yel... Reactants: C(C)(C)(C)OC(=O)NC1=NC(C2=CC=CC=C12)(C1=CC=C(C=C1)OC)C=1C=CC(=C(C1)C1=CC(=CC=C1)OC)OS(=O)(=O)C(F)(F)F (Trifluoro-methanesulfonic acid 5-[3-tert-butoxycarbonylamino-1-(4-methoxy-phenyl)-1H-isoindol-1-yl]-3′-methoxy-biphenyl-2-yl ester), FC(C(=O)O)(F)F (trifluoroacetic acid). The solvent is ClCCl (dichloromethane). Reaction conditions: time 60 minute. Yields the product FC(C(=O)O)(F)F.NC1=NC(C2=CC=CC=C12)(C1=CC=C(C=C1)OC)C1=CC=C(C(=C1)C1=CC(=CC=C1)OC)O (5-[3-Amino-1-(4-methoxy-phenyl)-1H-isoindol-1-yl]-3′-methoxy-biphenyl-2-ol trifluoroacetate), solid. As a reaction SMILES: C(OC([NH:8][C:9]1[C:17]2[C:12](=[CH:13][CH:14]=[CH:15][CH:16]=2)[C:11]([C:26]2[CH:27]=[CH:28][C:29]([O:40]S(C(F)(F)F)(=O)=O)=[C:30]([C:32]3[CH:37]=[CH:36][CH:35]=[C:34]([O:38][CH3:39])[CH:33]=3)[CH:31]=2)([C:18]2[CH:23]=[CH:22][C:21]([O:24][CH3:25])=[CH:20][CH:19]=2)[N:10]=1)=O)(C)(C)C.[F:48][C:49]([F:54])([F:53])[C:50]([OH:52])=[O:51]>ClCCl>[F:48][C:49]([F:54])([F:53])[C:50]([OH:52])=[O:51].[NH2:8][C:9]1[C:17]2[C:12](=[CH:13][CH:14]=[CH:15][CH:16]=2)[C:11]([C:26]2[CH:31]=[C:30]([C:32]3[CH:37]=[CH:36][CH:35]=[C:34]([O:38][CH3:39])[CH:33]=3)[C:29]([OH:40])=[CH:28][CH:27]=2)([C:18]2[CH:19]=[CH:20][C:21]([O:24][CH3:25])=[CH:22][CH:23]=2)[N:10]=1 |f:3.4|. Procedure details: To [3-(6-hydroxy-3′-methoxy-biphenyl-3-yl)-3-(4-methoxy-phenyl)-3H-isoindol-1-yl]-carbamic acid tert-butyl ester (Scheme #2, F) (10.0 mg, 18.6 umol) was added trifluoroacetic acid in dichloromethane (10%, 1-2 mL) and reaction stirred 60 minutes. The solvents were removed under reduced pressure and the resulting gum put under high vacuum at 50° C. over night to give the title compound as a waxy solid (10.4 mg). 1H NMR (300 MHz, DMSO-d6) δ 8.26 (d, J=7.8 Hz, 1 H), 7.85-7.67 (m, 3 H), 7.32-7.18 (m,... Reactants: BrCCOCc1ccccc1, [H-], [Na+], CN(C)C=O, O, CC(C)(C)OC(=O)N1CC(O)C1. The product is CC(C)(C)OC(=O)N1CC(OCCOCc2ccccc2)C1. Reaction SMILES: [Br:15][CH2:16][CH2:17][O:18][CH2:19][c:20]1[cH:21][cH:22][cH:23][cH:24][cH:25]1.[H-:1].[Na+:2].[O:26]=[CH:27][N:28]([CH3:29])[CH3:30].[OH2:31].[OH:3][CH:4]1[CH2:5][N:6]([C:8](=[O:9])[O:10][C:11]([CH3:12])([CH3:13])[CH3:14])[CH2:7]1>>[O:3]([CH:4]1[CH2:5][N:6]([C:8](=[O:9])[O:10][C:11]([CH3:12])([CH3:13])[CH3:14])[CH2:7]1)[CH2:16][CH2:17][O:18][CH2:19][c:20]1[cH:21][cH:22][cH:23][cH:24][cH:25]1.